Dataset: the Open Reaction Database (ORD), a public repository of structured organic reaction records. Task: describe an organic reaction: reactants, conditions, products, and yield Reactants: CCOC(C)=O, O=[N+]([O-])C=Cc1ccccc1, C1CCOC1, O=C(O)CS. Yields the product O=C(O)CSC(C[N+](=O)[O-])c1ccccc1. Reaction SMILES: [CH3:17][CH2:18][O:19][C:20](=[O:21])[CH3:22].[N+:1](=[O:2])([O-:3])[CH:4]=[CH:5][c:6]1[cH:7][cH:8][cH:9][cH:10][cH:11]1.[O:23]1[CH2:24][CH2:25][CH2:26][CH2:27]1.[SH:12][CH2:13][C:14](=[O:15])[OH:16]>>[N+:1](=[O:2])([O-:3])[CH2:4][CH:5]([c:6]1[cH:7][cH:8][cH:9][cH:10][cH:11]1)[S:12][CH2:13][C:14](=[O:15])[OH:16]. The reactants are C(C)(=S)N (Thioacetamide), CON=C(C(=O)OCC)C(=O)CBr (ethyl 2-methoxyimino-4-bromoacetoacetate). Solvent: C(C)O (ethanol). Reaction conditions: temperature 50 celsius, time 5 hour. Yields the product CON=C(C(=O)OCC)C=1N=C(SC1)C (ethyl 2-methoxyimino-2-(2-methyl-1,3-thiazol-4-yl)acetate). As a reaction SMILES: [C:1]([NH2:4])(=[S:3])[CH3:2].[CH3:5][O:6][N:7]=[C:8]([C:14]([CH2:16]Br)=O)[C:9]([O:11][CH2:12][CH3:13])=[O:10]>C(O)C>[CH3:5][O:6][N:7]=[C:8]([C:14]1[N:4]=[C:1]([CH3:2])[S:3][CH:16]=1)[C:9]([O:11][CH2:12][CH3:13])=[O:10]. Reported procedure: Thioacetamide (3.8 g.) was added to a solution of ethyl 2-methoxyimino-4-bromoacetoacetate (a mixture of syn and anti isomers) (12.6 g.) in ethanol (50 ml.) and the mixture was stirred for 5 hours at 50° C. Ethanol was distilled off under reduced pressure and water was added to the residue. The resulting mixture was extracted with ethyl acetate. The extract was in turn washed with water, a sodium bicarbonate aqueous solution and a saturated sodium chloride aqueous solution and dried over magnesi... The reactants are [BH4-], Cc1cc(N)ccc1Br, CC(=O)[O-], CC(=O)O, CC(C)=O, CCO, [Na+], [Na+], [Na+], [OH-], O. Product: Cc1cc(NC(C)C)ccc1Br. As a reaction SMILES: [BH4-:15].[Br:1][c:2]1[c:3]([CH3:9])[cH:4][c:5]([NH2:6])[cH:7][cH:8]1.[CH3:11][C:12](=[O:13])[O-:14].[CH3:19][C:20](=[O:21])[OH:22].[CH3:23][C:24](=[O:25])[CH3:26].[CH3:27][CH2:28][OH:29].[Na+:10].[Na+:16].[Na+:18].[OH-:17].[OH2:30]>>[Br:1][c:2]1[c:3]([CH3:9])[cH:4][c:5]([NH:6][CH:12]([CH3:11])[CH3:19])[cH:7][cH:8]1.